Dataset: the Open Reaction Database (ORD), a public repository of structured organic reaction records. Task: describe an organic reaction: reactants, conditions, products, and yield Reactants: CCOC(C)=O, CCNC1(C(N)=O)CN(c2nc(-c3ccc(Cl)cc3)c(-c3ccc(Cl)cc3)c3n[nH]c(=O)n23)C1, CCI, [K+], [K+], O=C([O-])[O-], CN(C)C=O, O. Yields the product CCNC1(C(N)=O)CN(c2nc(-c3ccc(Cl)cc3)c(-c3ccc(Cl)cc3)c3nn(CC)c(=O)n23)C1. Reaction SMILES: [CH3:50][CH2:51][O:52][C:53]([CH3:54])=[O:55].[Cl:1][c:2]1[cH:3][cH:4][c:5](-[c:8]2[c:9](-[c:28]3[cH:29][cH:30][c:31]([Cl:34])[cH:32][cH:33]3)[c:10]3[n:11]([c:12]([N:14]4[CH2:15][C:16]([C:18](=[O:19])[NH2:20])([NH:21][CH2:22][CH3:23])[CH2:17]4)[n:13]2)[c:24](=[O:27])[nH:25][n:26]3)[cH:6][cH:7]1.[I:41][CH2:42][CH3:43].[K+:35].[K+:36].[O-:37][C:38]([O-:39])=[O:40].[O:45]=[CH:46][N:47]([CH3:48])[CH3:49].[OH2:44]>>[Cl:1][c:2]1[cH:3][cH:4][c:5](-[c:8]2[c:9](-[c:28]3[cH:29][cH:30][c:31]([Cl:34])[cH:32][cH:33]3)[c:10]3[n:11]([c:12]([N:14]4[CH2:15][C:16]([C:18](=[O:19])[NH2:20])([NH:21][CH2:22][CH3:23])[CH2:17]4)[n:13]2)[c:24](=[O:27])[n:25]([CH2:42][CH3:43])[n:26]3)[cH:6][cH:7]1. Starting materials: ClC1=C(C(=O)NC2=C(C=CC(=C2)OC2=CC=C3C(=N2)SC(=N3)NC(=O)C3CC3)F)C=CC=C1C1(CC1)C#N (2-chloro-3-(1-cyanocyclopropyl)-N-[5-({2-[(cyclopropylcarbonyl)amino][1,3]thiazolo[5,4-b]pyridin-5-yl}oxy)-2-fluorophenyl]benzamide), ice water, C1(CC1)C(=O)Cl (cyclopropanecarbonyl chloride). Reagents/catalysts: CN(C1=CC=NC=C1)C (N,N-dimethylpyridine-4-amine). Solvent: N1=CC=CC=C1 (pyridine). Reaction conditions: time 1.5 hour. Product: ClC1=C(C(=O)N(C2=C(C=CC(=C2)OC2=CC=C3C(=N2)SC(=N3)NC(=O)C3CC3)F)C(=O)C3CC3)C=CC=C1C1(CC1)C#N (2-chloro-3-(1-cyanocyclopropyl)-N-(cyclopropylcarbonyl)-N-[5-({2-[(cyclopropylcarbonyl)amino][1,3]thiazolo[5,4-b]pyridin-5-yl}oxy)-2-fluorophenyl]benzamide). Isolated yield 62.7%. As a reaction SMILES: [Cl:1][C:2]1[C:33]([C:34]2([C:37]#[N:38])[CH2:36][CH2:35]2)=[CH:32][CH:31]=[CH:30][C:3]=1[C:4]([NH:6][C:7]1[CH:12]=[C:11]([O:13][C:14]2[N:19]=[C:18]3[S:20][C:21]([NH:23][C:24]([CH:26]4[CH2:28][CH2:27]4)=[O:25])=[N:22][C:17]3=[CH:16][CH:15]=2)[CH:10]=[CH:9][C:8]=1[F:29])=[O:5].[CH:39]1([C:42](Cl)=[O:43])[CH2:41][CH2:40]1>N1C=CC=CC=1.CN(C)C1C=CN=CC=1>[Cl:1][C:2]1[C:33]([C:34]2([C:37]#[N:38])[CH2:36][CH2:35]2)=[CH:32][CH:31]=[CH:30][C:3]=1[C:4]([N:6]([C:42]([CH:39]1[CH2:41][CH2:40]1)=[O:43])[C:7]1[CH:12]=[C:11]([O:13][C:14]2[N:19]=[C:18]3[S:20][C:21]([NH:23][C:24]([CH:26]4[CH2:28][CH2:27]4)=[O:25])=[N:22][C:17]3=[CH:16][CH:15]=2)[CH:10]=[CH:9][C:8]=1[F:29])=[O:5]. Procedure: To a solution of 2-chloro-3-(1-cyanocyclopropyl)-N-[5-({2-[(cyclopropylcarbonyl)amino][1,3]thiazolo[5,4-b]pyridin-5-yl}oxy)-2-fluorophenyl]benzamide (3.5 g, 6.39 mmol) produced in Example C127(x) in pyridine (35 mL) were added N,N-dimethylpyridine-4-amine (3.87 g, 31.7 mmol) and cyclopropanecarbonyl chloride (3.0 mL, 33.1 mmol) at 10° C., and the mixture was stirred at room temperature for 1.5 hr. The reaction mixture was poured into ice water (70 mL), and the mixture was extracted with ethyl ac... Reactants: C1CCOC1, Cc1ccc(N)cc1, CC(C)N(CCC(c1ccccc1)c1ccccc1O)C(C)C, Cl, O=N[O-], [Na+], [Na+], [OH-], O. Yields the product Cc1ccc(N=Nc2ccc(O)c(C(CCN(C(C)C)C(C)C)c3ccccc3)c2)cc1. Reaction SMILES: [CH2:39]1[O:40][CH2:41][CH2:42][CH2:43]1.[CH3:6][c:7]1[cH:8][cH:9][c:10]([NH2:11])[cH:12][cH:13]1.[CH:14]([CH3:15])([CH3:16])[N:17]([CH2:18][CH2:19][CH:20]([c:21]1[cH:22][cH:23][cH:24][cH:25][cH:26]1)[c:27]1[c:28]([OH:33])[cH:29][cH:30][cH:31][cH:32]1)[CH:34]([CH3:35])[CH3:36].[ClH:5].[N:1]([O-:2])=[O:3].[Na+:38].[Na+:4].[OH-:37].[OH2:44]>>[N:1](=[N:11][c:10]1[cH:9][cH:8][c:7]([CH3:6])[cH:13][cH:12]1)[c:31]1[cH:30][cH:29][c:28]([OH:33])[c:27]([CH:20]([CH2:19][CH2:18][N:17]([CH:14]([CH3:15])[CH3:16])[CH:34]([CH3:35])[CH3:36])[c:21]2[cH:22][cH:23][cH:24][cH:25][cH:26]2)[cH:32]1.